Dataset: the Open Reaction Database (ORD), a public repository of structured organic reaction records. Task: describe an organic reaction: reactants, conditions, products, and yield Reactants: [Li]CCCC, C1CCCCC1, C[Si](C)(C)NCc1ccccc1, CCCCCC, CN(C)CCN(C)C, CC(C)P(=O)(Cl)Cl. The product is CC(C)P1(=O)c2ccccc2CN1[Si](C)(C)C. RXN SMILES: [CH2:1]([Li:2])[CH2:3][CH2:4][CH3:5].[CH2:39]1[CH2:40][CH2:41][CH2:42][CH2:43][CH2:44]1.[CH3:14][Si:15]([NH:16][CH2:17][c:18]1[cH:19][cH:20][cH:21][cH:22][cH:23]1)([CH3:24])[CH3:25].[CH3:33][CH2:34][CH2:35][CH2:36][CH2:37][CH3:38].[CH3:6][N:7]([CH3:8])[CH2:9][CH2:10][N:11]([CH3:12])[CH3:13].[CH:26]([CH3:27])([CH3:28])[P:29](=[O:30])([Cl:31])[Cl:32]>>[CH3:14][Si:15]([N:16]1[CH2:17][c:18]2[c:19]([cH:20][cH:21][cH:22][cH:23]2)[P:29]1([CH:26]([CH3:27])[CH3:28])=[O:30])([CH3:24])[CH3:25]. The reactants are C(O)([O-])=O.[Na+] (sodium hydrogen carbonate), FC1=CC=C(C=C1)C1=CC(NN=C1C(F)(F)F)=O (5-(4-Fluorophenyl)-6-trifluoromethyl-2H-pyridazine-3-one), P(=O)(Cl)(Cl)Cl (phosphorous oxychloride), C(O)([O-])=O.[Na+] (sodium hydrogen carbonate), ClCCl (dichloromethane). The solvent is C(C)#N (acetonitrile). Conditions: temperature 180 celsius, time 30 minute. Yields the product ClC1=CC(=C(N=N1)C(F)(F)F)C1=CC=C(C=C1)F (6-Chloro-4-(4-fluorophenyl)-3-trifluoromethyl-pyridazine). The yield is 79.1%. Reaction SMILES: [F:1][C:2]1[CH:7]=[CH:6][C:5]([C:8]2[C:13]([C:14]([F:17])([F:16])[F:15])=[N:12][NH:11][C:10](=O)[CH:9]=2)=[CH:4][CH:3]=1.P(Cl)(Cl)([Cl:21])=O.C(=O)([O-])O.[Na+].ClCCl>C(#N)C>[Cl:21][C:10]1[N:11]=[N:12][C:13]([C:14]([F:17])([F:16])[F:15])=[C:8]([C:5]2[CH:6]=[CH:7][C:2]([F:1])=[CH:3][CH:4]=2)[CH:9]=1 |f:2.3|. Procedure details: To a stirred solution of 5-(4-fluorophenyl)-6-trifluoromethyl-2H-pyridazine-3-one (D6) (0.96 g, 3.7 mmol) in acetonitrile (10 ml) was added phosphorous oxychloride (0.866 ml, 9.3 mmol) and the reaction was stirred at 180° C. for 30 min., under microwave irradiation. After this period, the reaction mixture was poured into a saturated solution of sodium hydrogen carbonate, ice and dichloromethane. Further solid sodium hydrogen carbonate was then added until gas evolution had ceased. The organic la... Reactants: C(C)(C)(C)NS(=O)(=O)C=1C(=CC=CC1)C1=CC(=C(C=C1)C=1C=C2C=CNC2=C(C1)[N+](=O)[O-])F (N-(tert-butyl)-3′-fluoro-4′-(7-nitro-1H-indol-5-yl)-[1,1′-biphenyl]-2-sulfonamide), [NH4+].[Cl-] (NH4Cl). The reagents and catalysts are [Zn] (Zn). Run in O (water), CC(=O)C (acetone). Reaction conditions: time 1 hour. Product: NC=1C=C(C=C2C=CNC12)C1=C(C=C(C=C1)C=1C(=CC=CC1)S(=O)(=O)NC(C)(C)C)F (4′-(7-Amino-1H-indol-5-yl)-N-tert-butyl-3′-fluorobiphenyl-2-sulfonamide). Yield: 27.7%. RXN SMILES: [C:1]([NH:5][S:6]([C:9]1[C:10]([C:15]2[CH:20]=[CH:19][C:18]([C:21]3[CH:22]=[C:23]4[C:27](=[C:28]([N+:30]([O-])=O)[CH:29]=3)[NH:26][CH:25]=[CH:24]4)=[C:17]([F:33])[CH:16]=2)=[CH:11][CH:12]=[CH:13][CH:14]=1)(=[O:8])=[O:7])([CH3:4])([CH3:3])[CH3:2].[NH4+].[Cl-]>O.CC(C)=O.[Zn]>[NH2:30][C:28]1[CH:29]=[C:21]([C:18]2[CH:19]=[CH:20][C:15]([C:10]3[C:9]([S:6]([NH:5][C:1]([CH3:3])([CH3:2])[CH3:4])(=[O:8])=[O:7])=[CH:14][CH:13]=[CH:12][CH:11]=3)=[CH:16][C:17]=2[F:33])[CH:22]=[C:23]2[C:27]=1[NH:26][CH:25]=[CH:24]2 |f:1.2|. Reported procedure: Zn dust (123 mg, 1.88 mmol) was added to a solution of N-(tert-butyl)-3′-fluoro-4′-(7-nitro-1H-indol-5-yl)-[1,1′-biphenyl]-2-sulfonamide (23 mg, 0.19 mmol) and NH4Cl (101 mg, 1.88 mmol) in water (0.75 mL) and acetone (3.76 mL). The mixture was stirred at rt for 1 hour and then filtered through Celite. The resulting filtrate was concentrated to dryness and then taken up in water and extracted with EtOAc. The organic extract was dried (Na2SO4), filtered and concentrated to dryness to give the titl... The reactants are CC(C)(C)OC(=O)N1CCN(c2ccc([N+](=O)[O-])c(F)c2)CC1, CCOC(C)=O, [H][H]. The product is CC(C)(C)OC(=O)N1CCN(c2ccc(N)c(F)c2)CC1. Reaction SMILES: [C:1]([CH3:2])([CH3:3])([CH3:4])[O:5][C:6](=[O:7])[N:8]1[CH2:9][CH2:10][N:11]([c:14]2[cH:15][c:16]([F:23])[c:17]([N+:20]([O-:21])=[O:22])[cH:18][cH:19]2)[CH2:12][CH2:13]1.[CH3:26][CH2:27][O:28][C:29](=[O:30])[CH3:31].[H:24][H:25]>>[C:1]([CH3:2])([CH3:3])([CH3:4])[O:5][C:6](=[O:7])[N:8]1[CH2:9][CH2:10][N:11]([c:14]2[cH:15][c:16]([F:23])[c:17]([NH2:20])[cH:18][cH:19]2)[CH2:12][CH2:13]1. Reactants: Brc1nccs1, CCCCO, C1CNCCN1. Yields the product c1csc(N2CCNCC2)n1. RXN SMILES: [Br:1][c:2]1[s:3][cH:4][cH:5][n:6]1.[CH2:13]([OH:14])[CH2:15][CH2:16][CH3:17].[CH2:7]1[CH2:8][NH:9][CH2:10][CH2:11][NH:12]1>>[c:2]1([N:9]2[CH2:8][CH2:7][NH:12][CH2:11][CH2:10]2)[s:3][cH:4][cH:5][n:6]1. RXN SMILES: [CH2:1]([CH2:2][CH3:3])[N:4]1[CH2:5][CH:6]([c:8]2[cH:9][cH:10][c:11]([NH2:14])[cH:12][cH:13]2)[CH2:7]1.[Cl:30][CH2:31][Cl:32].[Cl:39][CH2:40][Cl:41].[cH:33]1[cH:34][cH:35][n:36][cH:37][cH:38]1.[o:15]1[cH:16][n:17][cH:18][c:19]1-[c:20]1[cH:21][cH:22][c:23]([S:26](=[O:27])(=[O:28])[Cl:29])[cH:24][cH:25]1>>[CH2:1]([CH2:2][CH3:3])[N:4]1[CH2:5][CH:6]([c:8]2[cH:9][cH:10][c:11]([NH:14][S:26]([c:23]3[cH:22][cH:21][c:20](-[c:19]4[o:15][cH:16][n:17][cH:18]4)[cH:25][cH:24]3)(=[O:27])=[O:28])[cH:12][cH:13]2)[CH2:7]1. Reactants: CCCN1CC(c2ccc(N)cc2)C1, ClCCl, ClCCl, c1ccncc1, O=S(=O)(Cl)c1ccc(-c2cnco2)cc1. Yields the product CCCN1CC(c2ccc(NS(=O)(=O)c3ccc(-c4cnco4)cc3)cc2)C1. The reactants are C(C)(=O)C1=CC=C(C=2NC(SC21)=O)OC (7-acetyl4-methoxy-1,3-benzothiazol-2(3H)-one), Cl.N1=CC=CC=C1 (pyridine hydrochloride). Run in O (water), CN1C(CCC1)=O (1-methyl-2-pyrrolidone). Product: C(C)(=O)C1=CC=C(C=2NC(SC21)=O)O (7-Acetyl-4-hydroxy-1,3-benzothiazol-2(3H)-one). Yield: 95.1%. RXN SMILES: [C:1]([C:4]1[C:12]2[S:11][C:10](=[O:13])[NH:9][C:8]=2[C:7]([O:14]C)=[CH:6][CH:5]=1)(=[O:3])[CH3:2].Cl.N1C=CC=CC=1>CN1CCCC1=O.O>[C:1]([C:4]1[C:12]2[S:11][C:10](=[O:13])[NH:9][C:8]=2[C:7]([OH:14])=[CH:6][CH:5]=1)(=[O:3])[CH3:2] |f:1.2|. Procedure: A mixture of 7-acetyl4-methoxy-1,3-benzothiazol-2(3H)-one (1.2 g), pyridine hydrochloride (2.77 g), in dry 1-methyl-2-pyrrolidone(6 ml), was heated at 190° C. in a microwave reactor for 90 min. The reaction mixture was cooled to room temperature, and diluted with water. The precipitated solid was collected by filtration, washed with water and dried under vacuum at 40° C. to give the title compound (1.07 g). LCMS RT=2.46 min.